This data is from the Open Reaction Database (ORD), a public repository of structured organic reaction records. The task is: describe an organic reaction: reactants, conditions, products, and yield Starting materials: O=C([O-])[O-], CN(C)C=O, Fc1ccccc1N1CCNCC1, OCCI, [K+], [K+]. Yields the product OCCN1CCN(c2ccccc2F)CC1. As a reaction SMILES: [C:18](=[O:19])([O-:20])[O-:21].[CH3:24][N:25]([CH3:26])[CH:27]=[O:28].[F:1][c:2]1[c:3]([N:8]2[CH2:9][CH2:10][NH:11][CH2:12][CH2:13]2)[cH:4][cH:5][cH:6][cH:7]1.[I:14][CH2:15][CH2:16][OH:17].[K+:22].[K+:23]>>[F:1][c:2]1[c:3]([N:8]2[CH2:9][CH2:10][N:11]([CH2:15][CH2:16][OH:17])[CH2:12][CH2:13]2)[cH:4][cH:5][cH:6][cH:7]1. Reactants: FC(OC1=CC=C(C=C1)C1=CC=CN2C1=NS(CC2)(=O)=O)(F)F (9-[4-(trifluoromethoxy)phenyl]-3,4-dihydropyrido[2,1-c][1,2,4]thiadiazine 2,2-dioxide). The reagents and catalysts are [C].[Rh] (rhodium-carbon). The solvent is C1CCOC1 (THF), C(C)O (ethanol). Conditions: time 7 hour. The product is FC(OC1=CC=C(C=C1)C1CCCN2C1=NS(CC2)(=O)=O)(F)F (9-[4-(trifluoromethoxy)phenyl]-3,4,6,7,8,9-hexahydropyrido[2,1-c][1,2,4]thiadiazine 2,2-dioxide). Yield: 100.8%. RXN SMILES: [F:1][C:2]([F:23])([F:22])[O:3][C:4]1[CH:9]=[CH:8][C:7]([C:10]2[C:15]3=[N:16][S:17](=[O:21])(=[O:20])[CH2:18][CH2:19][N:14]3[CH:13]=[CH:12][CH:11]=2)=[CH:6][CH:5]=1>C1COCC1.C(O)C.[C].[Rh]>[F:23][C:2]([F:1])([F:22])[O:3][C:4]1[CH:9]=[CH:8][C:7]([CH:10]2[C:15]3=[N:16][S:17](=[O:21])(=[O:20])[CH2:18][CH2:19][N:14]3[CH2:13][CH2:12][CH2:11]2)=[CH:6][CH:5]=1 |f:3.4|. Procedure: A mixture of 5% rhodium-carbon (50% wet, 15 mg) and 9-[4-(trifluoromethoxy)phenyl]-3,4-dihydropyrido[2,1-c][1,2,4]thiadiazine 2,2-dioxide (150 mg) in THF (30 mL) and ethanol (30 mL) was stirred under a hydrogen atmosphere at room temperature for 7 hr. The reaction mixture was filtered, the filtrate was concentrated to give the title compound (153 mg) as a gray white solid. The obtained solid was crystallized from THF and diisopropyl ether to give a gray white solid. The reactants are CCOc1c(-c2cnc3ccc(C=CC(=O)OC)cn23)cc(C(C)C)cc1C(C)C, CO, [Cl-], [NH4+], [Na+], [OH-]. The product is CCOc1c(-c2cnc3ccc(C=CC(=O)O)cn23)cc(C(C)C)cc1C(C)C. As a reaction SMILES: [CH3:1][O:2][C:3]([CH:4]=[CH:5][c:6]1[cH:7][cH:8][c:9]2[n:10]([cH:11]1)[c:12](-[c:15]1[c:16]([O:27][CH2:28][CH3:29])[c:17]([CH:24]([CH3:25])[CH3:26])[cH:18][c:19]([CH:21]([CH3:22])[CH3:23])[cH:20]1)[cH:13][n:14]2)=[O:30].[CH3:33][OH:34].[Cl-:31].[NH4+:32].[Na+:36].[OH-:35]>>[O:2]=[C:3]([CH:4]=[CH:5][c:6]1[cH:7][cH:8][c:9]2[n:10]([cH:11]1)[c:12](-[c:15]1[c:16]([O:27][CH2:28][CH3:29])[c:17]([CH:24]([CH3:25])[CH3:26])[cH:18][c:19]([CH:21]([CH3:22])[CH3:23])[cH:20]1)[cH:13][n:14]2)[OH:30]. Solvent: C(C)OCC (diethyl ether). Isolated yield 94.6%. Starting materials: C(C=C)C(C(=O)OCC)(CCCCB1OC(C(O1)(C)C)(C)C)N=C(C1=CC=CC=C1)C1=CC=CC=C1 (ethyl 2-allyl-2-(diphenylmethyleneamino)-6-(4,4,5,5-tetramethyl-1,3,2-dioxaborolan-2-yl)hexanoate), Cl (HCl). Reported procedure: A solution of ethyl 2-allyl-2-(diphenylmethyleneamino)-6-(4,4,5,5-tetramethyl-1,3,2-dioxaborolan-2-yl)hexanoate (0.32 g, 0.65 mmol) in diethyl ether (3.4 mL, 0.2 M) was treated with 1N HCl (3 mL). After stirring 16 h, the layers were separated and the aqueous phase was diluted with saturated aqueous K2CO3 and extracted with chloroform to give ethyl 2-allyl-2-amino-6-(4,4,5,5-tetramethyl-1,3,2-dioxaborolan-2-yl)hexanoate as a colorless oil (0.20 g, 94%). Rf 0.62 (10% methanol in dichloromethane);... RXN SMILES: [CH2:1]([C:4]([N:23]=C(C1C=CC=CC=1)C1C=CC=CC=1)([CH2:10][CH2:11][CH2:12][CH2:13][B:14]1[O:18][C:17]([CH3:20])([CH3:19])[C:16]([CH3:22])([CH3:21])[O:15]1)[C:5]([O:7][CH2:8][CH3:9])=[O:6])[CH:2]=[CH2:3].Cl>C(OCC)C>[CH2:1]([C:4]([NH2:23])([CH2:10][CH2:11][CH2:12][CH2:13][B:14]1[O:15][C:16]([CH3:22])([CH3:21])[C:17]([CH3:20])([CH3:19])[O:18]1)[C:5]([O:7][CH2:8][CH3:9])=[O:6])[CH:2]=[CH2:3]. The product is C(C=C)C(C(=O)OCC)(CCCCB1OC(C(O1)(C)C)(C)C)N (ethyl 2-allyl-2-amino-6-(4,4,5,5-tetramethyl-1,3,2-dioxaborolan-2-yl)hexanoate). Reaction conditions: time 16 hour. The reactants are C1(\C=C/C(=O)O1)=O (maleic anhydride). Run in O1CCCC1 (tetrahydrofuran). Yields the product C1(CCCO1)=O (γ-butyrolactone), C(CCCO)O (1,4-butanediol). RXN SMILES: [C:1]1(=O)[O:6][C:4](=[O:5])[CH:3]=[CH:2]1>O1CCCC1>[C:4]1(=[O:5])[O:6][CH2:1][CH2:2][CH2:3]1.[CH2:1]([OH:6])[CH2:2][CH2:3][CH2:4][OH:5]. Procedure: The maleic anhydride obtained can be further processed to give γ-butyrolactone, tetrahydrofuran, 1,4-butanediol or mixtures thereof, for example by direct hydrogenation of maleic anhydride in the gas phase as described in WO 97/43234 or by hydrogenation of a maleic diester in the gas phase as described in WO 97/43242. The yield is 23.0%. The reactants are FC(C(=O)O)(F)F (Trifluoroacetic acid), O=C1C=CC2=C(N1C1=CC=CC=C1)SC(=C2C2=CC=CC=C2)NC(OC(C)(C)C)=O (tert-Butyl N-(6-oxo-3,7-diphenyl-6,7-dihydrothieno[2,3-b]pyridin-2-yl)carbamate), C(=O)(O)[O-].[Na+] (NaHCO3). Yields the product NC1=C(C2=C(N(C(C=C2)=O)C2=CC=CC=C2)S1)C1=CC=CC=C1 (2-Amino-3,7-diphenylthieno[2,3-b]pyridin-6(7H)-one), solid. The solvent is C(Cl)Cl (DCM). Reaction SMILES: FC(F)(F)C(O)=O.[O:8]=[C:9]1[N:14]([C:15]2[CH:20]=[CH:19][CH:18]=[CH:17][CH:16]=2)[C:13]2[S:21][C:22]([NH:30]C(=O)OC(C)(C)C)=[C:23]([C:24]3[CH:29]=[CH:28][CH:27]=[CH:26][CH:25]=3)[C:12]=2[CH:11]=[CH:10]1.C([O-])(O)=O.[Na+]>C(Cl)Cl>[NH2:30][C:22]1[S:21][C:13]2[N:14]([C:15]3[CH:20]=[CH:19][CH:18]=[CH:17][CH:16]=3)[C:9](=[O:8])[CH:10]=[CH:11][C:12]=2[C:23]=1[C:24]1[CH:29]=[CH:28][CH:27]=[CH:26][CH:25]=1 |f:2.3|. Procedure: Trifluoroacetic acid (2 mL) was added to a solution of the compound of Example 80 (170 mg, 0.406 mmol) in DCM (2 mL) and the reaction mixture stirred for 2 h at r.t. The mixture was added to saturated NaHCO3(aq) (20 mL) and the product extracted with DCM (2×20 mL). The combined organic fractions were dried (MgSO4), filtered and concentrated in vacuo. The crude product was purified by flash column chromatography on silica (EtOAc), followed by radial chromatography (20% EtOH in DCM) to give the ti... Run at time 2 hour. RXN SMILES: [C:1]([NH:8][CH:9]([CH2:21][OH:22])[CH:10]=[CH:11][CH:12]1[C:16]([CH3:18])([CH3:17])[CH2:15][CH2:14][C:13]1([CH3:20])[CH3:19])([O:3][C:4]([CH3:7])([CH3:6])[CH3:5])=[O:2].[CH3:23]OS(OC)(=O)=O.O>C(Cl)Cl>[C:1]([NH:8][CH:9]([CH2:21][O:22][CH3:23])[CH:10]=[CH:11][CH:12]1[C:13]([CH3:20])([CH3:19])[CH2:14][CH2:15][C:16]1([CH3:18])[CH3:17])([O:3][C:4]([CH3:6])([CH3:5])[CH3:7])=[O:2]. The reactants are C(=O)(OC(C)(C)C)NC(C=CC1C(CCC1(C)C)(C)C)CO (N-Boc-3-amino-4-hydroxy-1-(2,2,5,5-tetramethylcyclopentyl)-1-butene), COS(=O)(=O)OC (dimethylsulfate), O (Water). Procedure: A solution of 2,2,5,5-tetramethylcyclopentylmethyl bromide in ether is added slowly to magnesium turnings until the Grignard begins to form. The remainder of the alkyl bromide is then added and the mixture stirred until all the magnesium dissolved. At 0° C. a solution of N-Boc-0-methyl-D-serinal is quenched with 1M HCl, and extracted with ether, and the extracts are evaporated. The residue is dissolved in dioxane and 2M H2SO4 is added. The mixture is heated until the alcohol is dehydrated as sho... Yields the product C(=O)(OC(C)(C)C)NC(C=CC1C(CCC1(C)C)(C)C)COC (N-Boc-3-amino-4-methoxy-1-(2,2,5,5-tetramethylcyclopentyl)-1-butene). Run in C(Cl)Cl (methylene chloride).